This data is from the Open Reaction Database (ORD), a public repository of structured organic reaction records. The task is: describe an organic reaction: reactants, conditions, products, and yield The reactants are C#CC(=O)OC, [Li]CCCC, [Cl-], O=Cc1ccc(F)cc1, [NH4+], C1CCOC1. Yields the product COC(=O)C#CC(O)c1ccc(F)cc1. RXN SMILES: [C:1]([C:2]#[CH:3])(=[O:4])[O:5][CH3:6].[CH2:7]([Li:8])[CH2:9][CH2:10][CH3:11].[Cl-:21].[F:12][c:13]1[cH:14][cH:15][c:16]([CH:17]=[O:18])[cH:19][cH:20]1.[NH4+:22].[O:23]1[CH2:24][CH2:25][CH2:26][CH2:27]1>>[C:1]([C:2]#[C:3][CH:17]([c:16]1[cH:15][cH:14][c:13]([F:12])[cH:20][cH:19]1)[OH:18])(=[O:4])[O:5][CH3:6]. Starting materials: ice water, ClC1=CC=C2C=NN3C(C2=C1)=C(C=C(C3=O)C3=CC=CC=C3)C(=O)N3CC(C3)OC (1-[(10-chloro-4-oxo-3-phenyl-4H-pyrido[2,1-a]phthalazin-1-yl)carbonyl]-3-methoxyazetidine), C(#N)[BH3-].[Na+] (sodium cyanoborohydride), Cl (hydrochloric acid). Run in CO (methanol). Yields the product ClC1=CC=C2CNN3C(C2=C1)=C(C=C(C3=O)C3=CC=CC=C3)C(=O)N3CC(C3)OC (1-[(10-chloro-6,7-dihydro-4-oxo-3-phenyl-4H-pyrido[2,1-a]phthalazin-1-yl)carbonyl]-3-methoxyazetidine). RXN SMILES: [Cl:1][C:2]1[CH:11]=[C:10]2[C:5]([CH:6]=[N:7][N:8]3[C:15](=[O:16])[C:14]([C:17]4[CH:22]=[CH:21][CH:20]=[CH:19][CH:18]=4)=[CH:13][C:12]([C:23]([N:25]4[CH2:28][CH:27]([O:29][CH3:30])[CH2:26]4)=[O:24])=[C:9]32)=[CH:4][CH:3]=1.C([BH3-])#N.[Na+].Cl>CO>[Cl:1][C:2]1[CH:11]=[C:10]2[C:5]([CH2:6][NH:7][N:8]3[C:15](=[O:16])[C:14]([C:17]4[CH:22]=[CH:21][CH:20]=[CH:19][CH:18]=4)=[CH:13][C:12]([C:23]([N:25]4[CH2:26][CH:27]([O:29][CH3:30])[CH2:28]4)=[O:24])=[C:9]32)=[CH:4][CH:3]=1 |f:1.2|. Procedure details: 1.26 g of 1-[(10-chloro-4-oxo-3-phenyl-4H-pyrido[2,1-a]phthalazin-1-yl)carbonyl]-3-methoxyazetidine and 0.75 g of sodium cyanoborohydride in 30 ml of methanol are treated dropwise at room temperature under argon with saturated methanolic hydrochloric acid. The reaction is completed after a short time. The mixture is poured into 70 ml of ice-water and the yellowish crystals are removed by filtration. The crystals are washed three times with 2 ml of water each time and dried at 60° in vacuo. After... The reactants are N1(CCNCCC1)C1=NC=C(C(=O)OC)C=C1 (methyl 6-(1-homopiperazinyl)nicotinate), N1(CCNCCC1)C1=NC=C(C(=O)OC)C=C1 (methyl 6-(1-homopiperazinyl)nicotinate), C=O (formaldehyde), C(=O)O (formic acid). Run in O (water). Conditions: time 2 hour. Product: CN1CCN(CCC1)C1=NC=C(C(=O)OC)C=C1 (methyl 6-(4-methyl-1-homopiperazinyl)nicotinate). The yield is 84.9%. As a reaction SMILES: [N:1]1([C:8]2[CH:17]=[CH:16][C:11]([C:12]([O:14][CH3:15])=[O:13])=[CH:10][N:9]=2)[CH2:7][CH2:6][CH2:5][NH:4][CH2:3][CH2:2]1.C=O.[CH:20](O)=O>O>[CH3:20][N:4]1[CH2:5][CH2:6][CH2:7][N:1]([C:8]2[CH:17]=[CH:16][C:11]([C:12]([O:14][CH3:15])=[O:13])=[CH:10][N:9]=2)[CH2:2][CH2:3]1. Procedure: A mixture of 1.50 g of methyl 6-homopiperazinylnicotinate (compound 13), 0.68 g of 35% formaldehyde and 1.2 g of formic acid was stirred at 70°-80° C. for 2 hours. The resulting mixture was poured into 120 ml of water and extracted with ethyl acetate. The extract was washed twice with water and once with a saturated aqueous sodium chloride solution, then dried over anhydrous magnesium sulfate and concentrated. Purification of the concentrate by column chromatography (silica gel; ethyl acetate : ...